Dataset: the Open Reaction Database (ORD), a public repository of structured organic reaction records. Task: describe an organic reaction: reactants, conditions, products, and yield The reactants are O=C(NCCCBr)c1cc(C(F)(F)F)n[nH]1, CC#N, CCN(C(C)C)C(C)C. The product is O=C1NCCCn2nc(C(F)(F)F)cc21. Reaction SMILES: [Br:1][CH2:2][CH2:3][CH2:4][NH:5][C:6](=[O:7])[c:8]1[cH:9][c:10]([C:13]([F:14])([F:15])[F:16])[n:11][nH:12]1.[CH3:26][C:27]#[N:28].[CH:17]([N:18]([CH2:19][CH3:20])[CH:21]([CH3:22])[CH3:23])([CH3:24])[CH3:25]>>[CH2:2]1[CH2:3][CH2:4][NH:5][C:6](=[O:7])[c:8]2[cH:9][c:10]([C:13]([F:14])([F:15])[F:16])[n:11][n:12]21. The reactants are ClC1=CC=C(C=C1)C=1SC(=CN1)CO ([2-(4-Chloro-phenyl)-thiazol-5-yl]-methanol), C1(CC(CC1)=O)=O (cyclopentane-1,3-dione), CC(C)OC(=O)/N=N/C(=O)OC(C)C (Diisopropylazodicarboxylate), C1(=CC=CC=C1)P(C1=CC=CC=C1)C1=CC=CC=C1 (triphenylphosphine). The solvent is C1CCOC1 (THF). Reaction conditions: time 2 hour. The product is ClC1=CC=C(C=C1)C=1SC(=CN1)COC1=CC(CC1)=O (3-[2-(4-Chloro-phenyl)-thiazol-5-ylmethoxy]-cyclopent-2-enone). Yield: 78.8%. Reaction SMILES: [Cl:1][C:2]1[CH:7]=[CH:6][C:5]([C:8]2[S:9][C:10]([CH2:13][OH:14])=[CH:11][N:12]=2)=[CH:4][CH:3]=1.[C:15]1(=O)[CH2:19][CH2:18][C:17](=[O:20])[CH2:16]1.C1(P(C2C=CC=CC=2)C2C=CC=CC=2)C=CC=CC=1.CC(OC(/N=N/C(OC(C)C)=O)=O)C>C1COCC1>[Cl:1][C:2]1[CH:3]=[CH:4][C:5]([C:8]2[S:9][C:10]([CH2:13][O:14][C:15]3[CH2:19][CH2:18][C:17](=[O:20])[CH:16]=3)=[CH:11][N:12]=2)=[CH:6][CH:7]=1. Reported procedure: To a solution of [2-(4-Chloro-phenyl)-thiazol-5-yl]-methanol (2 g, 8.8 mmol) in anhydrous THF (50 ml), at 0° C., under an atmosphere of nitrogen was added cyclopentane-1,3-dione (1.12 g, 11.4 mmol), followed by triphenylphosphine (2.99 g, 11.4 mmol). Diisopropylazodicarboxylate (2.2 ml, 11.4 mmol) was then added dropwise over a period of 5 minutes and the reaction allowed to warm to room temperature and stirred for 2 hours. The crude reaction mixture was dry loaded onto silica and purified by fl... The reactants are COC=1C=C(C=C(C1C(C)C)OC)C=C ((3,5-dimethoxy-4-i-propylphenyl)ethene), BrC1=C(C=CC=C1F)F (1-bromo-2,6-diflurobenzene), 31B. The product is FC1=C(C(=CC=C1)F)C=CC1=CC(=C(C(=C1)OC)C(C)C)OC (1-(2,6-Difluorophenyl)-2-(3,5-dimethoxy-4-i-propylphenyl)ethene). Reaction SMILES: [CH3:1][O:2][C:3]1[CH:4]=[C:5]([CH:14]=[CH2:15])[CH:6]=[C:7]([O:12][CH3:13])[C:8]=1[CH:9]([CH3:11])[CH3:10].Br[C:17]1[C:22]([F:23])=[CH:21][CH:20]=[CH:19][C:18]=1[F:24]>>[F:23][C:22]1[CH:21]=[CH:20][CH:19]=[C:18]([F:24])[C:17]=1[CH:15]=[CH:14][C:5]1[CH:6]=[C:7]([O:12][CH3:13])[C:8]([CH:9]([CH3:11])[CH3:10])=[C:3]([O:2][CH3:1])[CH:4]=1. Reported procedure: This compound was synthesized from (3,5-dimethoxy-4-i-propylphenyl)ethene and 1-bromo-2,6-diflurobenzene quantitatively in the same procedure as described in preparation of 31B. 1HNMR (CDCl3, ppm): δ 1.32 (d, J=7.1 Hz, 6H), 3.62 (qint, J=7.1 Hz, 1H), 3.90 (s, 6H), 6.73 (s, 2H), 6.8-7.2 (m, 4H), 7.41 (d, J=16.6 Hz, 1H). The yield is 67.0%. Reaction conditions: temperature 100 celsius, time 10 minute. As a reaction SMILES: [Cl:1][C:2]1[CH:17]=[C:16]([N+:18]([O-])=O)[CH:15]=[CH:14][C:3]=1[O:4][CH2:5][C:6]1[CH:13]=[CH:12][CH:11]=[CH:10][C:7]=1[C:8]#[N:9].[Cl-].[Ca+2].[Cl-]>C(O)C.O>[NH2:18][C:16]1[CH:15]=[CH:14][C:3]([O:4][CH2:5][C:6]2[CH:13]=[CH:12][CH:11]=[CH:10][C:7]=2[C:8]#[N:9])=[C:2]([Cl:1])[CH:17]=1 |f:1.2.3,4.5|. The product is NC1=CC(=C(OCC2=C(C#N)C=CC=C2)C=C1)Cl (2-[(4-amino-2-chlorophenoxy)methyl]benzonitrile). Procedure: To a solution of 2-[(2-chloro-4-nitrophenoxy)methyl]benzonitrile (2.0 g) in ethanol/water (9:1, 40 mL) was added calcium chloride (90%, 427 mg), and the mixture was stirred at 100° C. for 10 min. Reduced iron (90%, 2.6 g) was added at room temperature, and the mixture was stirred at 100° C. for 3 hrs. After the completion of the reaction, the reaction mixture was filtered (celite), and the filtrate was concentrated under reduced pressure. Water was added to the residue and the mixture was dilute... The solvent is C(C)O.O (ethanol water). Starting materials: ClC1=C(OCC2=C(C#N)C=CC=C2)C=CC(=C1)[N+](=O)[O-] (2-[(2-chloro-4-nitrophenoxy)methyl]benzonitrile), [Cl-].[Ca+2].[Cl-] (calcium chloride), Reduced iron. The reactants are O=C(Cl)c1ccccc1, CC(C)(C)COC1CCC(=O)N1, CCOCC, C[Si](C)(C)[N-][Si](C)(C)C, [Na+]. As a reaction SMILES: [C:23]([c:24]1[cH:25][cH:26][cH:27][cH:28][cH:29]1)(=[O:30])[Cl:31].[CH2:1]([C:2]([CH3:3])([CH3:4])[CH3:5])[O:6][CH:7]1[CH2:8][CH2:9][C:10](=[O:12])[NH:11]1.[CH2:32]([O:33][CH2:34][CH3:35])[CH3:36].[CH3:13][Si:14]([N-:15][Si:16]([CH3:17])([CH3:18])[CH3:19])([CH3:20])[CH3:21].[Na+:22]>>[CH2:1]([C:2]([CH3:3])([CH3:4])[CH3:5])[O:6][CH:7]1[CH2:8][CH2:9][C:10](=[O:12])[N:11]1[C:23]([c:24]1[cH:25][cH:26][cH:27][cH:28][cH:29]1)=[O:30]. The product is CC(C)(C)COC1CCC(=O)N1C(=O)c1ccccc1. Reported procedure: A mixture of 2-amino-4-fluorobenzoic acid (2.5 g, 16 mmol) and CDI (2.4 g, 15 mmol) in acetonitrile (30 mL) was stirred at room temperature for 1.5 hours. To the suspension, was added 3-amino-piperidine-2,6-dione hydrogen chloride (2.4 g, 15 mmol) and sodium hydrogen carbonate (1.6 g, 19 mmol), and the mixture was heated at 50° C. for 21 hours. The suspension was cooled to room temperature for 1 hour. The suspension was filtered and washed with acetonitrile (5 mL) and water (2×20 mL). The solid ... Run at time 1.5 hour. Reaction SMILES: [NH2:1][C:2]1[CH:10]=[C:9]([F:11])[CH:8]=[CH:7][C:3]=1[C:4]([OH:6])=O.C1N=CN(C(N2C=NC=C2)=O)C=1.Cl.[NH2:25][CH:26]1[CH2:31][CH2:30][C:29](=[O:32])[NH:28][C:27]1=[O:33].C(=O)([O-])O.[Na+]>C(#N)C>[NH2:1][C:2]1[CH:10]=[C:9]([F:11])[CH:8]=[CH:7][C:3]=1[C:4]([NH:25][CH:26]1[CH2:31][CH2:30][C:29](=[O:32])[NH:28][C:27]1=[O:33])=[O:6] |f:2.3,4.5|. Reactants: NC1=C(C(=O)O)C=CC(=C1)F (2-amino-4-fluorobenzoic acid), C1=CN(C=N1)C(=O)N2C=CN=C2 (CDI), Cl.NC1C(NC(CC1)=O)=O (3-amino-piperidine-2,6-dione hydrogen chloride), C(O)([O-])=O.[Na+] (sodium hydrogen carbonate). Yields the product NC1=C(C(=O)NC2C(NC(CC2)=O)=O)C=CC(=C1)F (2-amino-N-(2,6-dioxo-piperidin-3-yl)-4-fluorobenzamide). Run in C(C)#N (acetonitrile). The yield is 47.8%.